From a dataset of the Open Reaction Database (ORD), a public repository of structured organic reaction records. describe an organic reaction: reactants, conditions, products, and yield Starting materials: CC(C)COCCOc1ccc(OCC2CO2)cc1, CC(C)O, CN(C)C(=O)NCCN. As a reaction SMILES: [CH3:1][CH:2]([CH2:3][O:4][CH2:5][CH2:6][O:7][c:8]1[cH:9][cH:10][c:11]([O:12][CH2:13][CH:14]2[CH2:15][O:16]2)[cH:17][cH:18]1)[CH3:19].[CH:29]([OH:30])([CH3:31])[CH3:32].[NH2:20][CH2:21][CH2:22][NH:23][C:24](=[O:25])[N:26]([CH3:27])[CH3:28]>>[CH3:1][CH:2]([CH2:3][O:4][CH2:5][CH2:6][O:7][c:8]1[cH:9][cH:10][c:11]([O:12][CH2:13][CH:14]([CH2:15][NH:20][CH2:21][CH2:22][NH:23][C:24](=[O:25])[N:26]([CH3:27])[CH3:28])[OH:16])[cH:17][cH:18]1)[CH3:19]. The product is CC(C)COCCOc1ccc(OCC(O)CNCCNC(=O)N(C)C)cc1.